Dataset: the Open Reaction Database (ORD), a public repository of structured organic reaction records. Task: describe an organic reaction: reactants, conditions, products, and yield The reactants are [N+](=O)([O-])C1=C(C#N)C(=CC=C1)[N+](=O)[O-] (2,6-dinitrobenzonitrile), C=C(CO)CO (2-methylenepropane-1,3-diol). Product: OCC(COC1=C(C#N)C(=CC=C1)[N+](=O)[O-])=C (2-(2-(Hydroxymethyl)allyloxy)-6-nitrobenzonitrile). The yield is 55.0%. Reaction SMILES: [N+]([C:4]1[CH:11]=[CH:10][CH:9]=[C:8]([N+:12]([O-:14])=[O:13])[C:5]=1[C:6]#[N:7])([O-])=O.[CH2:15]=[C:16]([CH2:19][OH:20])[CH2:17][OH:18]>>[OH:18][CH2:17][C:16](=[CH2:15])[CH2:19][O:20][C:4]1[CH:11]=[CH:10][CH:9]=[C:8]([N+:12]([O-:14])=[O:13])[C:5]=1[C:6]#[N:7]. Procedure: Prepared as in Example 166d from 2,6-dinitrobenzonitrile and 2-methylenepropane-1,3-diol in 55% yield as a white solid. 1H-NMR (400 MHz, DMSO-d6) δ 7.93 (dd, J=8.4 Hz, J=0.8 Hz, 1H), 7.89 (t, J=8.0 Hz, 1H), 7.73 (dd, J=7.6 Hz, J=0.8 Hz, 1H), 5.23-5.29 (m, 2H), 5.03 (t, J=5.6 Hz, 1H), 4.85 (s, 2H), 4.06 (d, J=5.2 Hz, 2H). |ΠατAππ1009—Λ1|ZZMΠTAΓ| The reactants are CCN=C=NCCCN(C)C, COc1ccc(C(=O)O)c(OC)n1, CN(C)c1ccncc1, ClCCl, Cl, CCOc1cc(C2CC(OC(C)=O)CCC2N)ccc1OC. Product: CCOc1cc(C2CC(OC(C)=O)CCC2NC(=O)c2ccc(OC)nc2OC)ccc1OC. RXN SMILES: [CH2:15]([N:16]=[C:17]=[N:18][CH2:19][CH2:20][CH2:21][N:22]([CH3:23])[CH3:24])[CH3:25].[CH3:1][O:2][c:3]1[c:4]([C:5](=[O:6])[OH:7])[cH:8][cH:9][c:10]([O:12][CH3:13])[n:11]1.[CH3:48][N:49]([CH3:50])[c:51]1[cH:52][cH:53][n:54][cH:55][cH:56]1.[Cl:57][CH2:58][Cl:59].[ClH:14].[NH2:26][CH:27]1[CH:28]([c:37]2[cH:38][c:39]([O:45][CH2:46][CH3:47])[c:40]([O:43][CH3:44])[cH:41][cH:42]2)[CH2:29][CH:30]([O:33][C:34]([CH3:35])=[O:36])[CH2:31][CH2:32]1>>[CH3:1][O:2][c:3]1[c:4]([C:5](=[O:7])[NH:26][CH:27]2[CH:28]([c:37]3[cH:38][c:39]([O:45][CH2:46][CH3:47])[c:40]([O:43][CH3:44])[cH:41][cH:42]3)[CH2:29][CH:30]([O:33][C:34]([CH3:35])=[O:36])[CH2:31][CH2:32]2)[cH:8][cH:9][c:10]([O:12][CH3:13])[n:11]1. Starting materials: C(C(C)C)N (isobutylamine), C(C)OC(=O)N=C=S (ethoxycarbonyl isothiocyanate), ice water. The solvent is petroleum ether, petroleum ether. Reaction conditions: time 8 hour. Product: C(C)OC(=O)NC(=S)NCC(C)C (N-Ethoxycarbonyl-N'-Isobutyl Thiourea). As a reaction SMILES: [CH2:1]([O:3][C:4]([N:6]=[C:7]=[S:8])=[O:5])[CH3:2].[CH2:9]([NH2:13])[CH:10]([CH3:12])[CH3:11]>>[CH2:1]([O:3][C:4]([NH:6][C:7]([NH:13][CH2:9][CH:10]([CH3:12])[CH3:11])=[S:8])=[O:5])[CH3:2]. Reported procedure: A solution of 5.3 grams of ethoxycarbonyl isothiocyanate (Preparation 1) in 100 ml of petroleum ether (b.p. 35°-60° C.) was cooled with stirring in an ice-water bath. To the above solution was added dropwise in 20 minutes a solution of 3.9 grams of isobutylamine in 50 ml of petroleum ether. The reaction flask was cooled in the ice-water bath during the addition. After the addition was complete the reaction flask was removed from the ice-water bath and let stand at an ambient temperature overnigh... Reactants: Cl (hydrochloric acid), C(C)OC([C@@H](N(C(CCC)=O)CC1=C(C=CC=C1)Cl)CC1=CNC(=N1)SCCC)=O ((2-chlorophenyl)methyl-2-propylthio-N-butyrylhistidine ethyl ester), C(C)O (ethanol), [OH-].[K+] (potassium hydroxide). Run in O (water), O (water). Reaction conditions: temperature 25 celsius, time 1 hour. Yields the product ClC1=C(C=CC=C1)CN1C(=NC=C1C[C@H](NC(CCC)=O)C(=O)O)SCCC (3-[(2-chlorophenyl)methyl]-2-propylthio-N-butyrylhistidine). As a reaction SMILES: C([O:3][C:4](=[O:30])[C@H:5]([CH2:20][C:21]1[N:25]=[C:24]([S:26][CH2:27][CH2:28][CH3:29])[NH:23][CH:22]=1)[N:6](CC1C=CC=CC=1Cl)[C:7](=[O:11])[CH2:8][CH2:9][CH3:10])C.[CH2:31](O)[CH3:32].[OH-].[K+].[ClH:36]>O>[Cl:36][C:22]1[CH:21]=[CH:20][CH:5]=[CH:4][C:31]=1[CH2:32][N:25]1[C:21]([CH2:20][C@@H:5]([C:4]([OH:3])=[O:30])[NH:6][C:7](=[O:11])[CH2:8][CH2:9][CH3:10])=[CH:22][N:23]=[C:24]1[S:26][CH2:27][CH2:28][CH3:29] |f:2.3|. Reported procedure: A mixture of 3-[(2-chlorophenyl)methyl-2-propylthio-N-butyrylhistidine ethyl ester (0.37 g, 0.819 mmole), ethanol (4 mL), water (4 mL) and potassium hydroxide pellets (0.098 g, 1.75 mmole) was stirred at 25° C. for 1 hour. The reaction was then diluted with water and the pH was adjusted to 4 with 1N aqueous hydrochloric acid solution. The product was extracted into methylene chloride, washed with water, dried and concentrated to an orange solid. Two crystallizations from chloroform provided 0.22... The reactants are Cc1c(Cl)cc2c(oc(=O)n2CCCBr)c1Cl, CCCCC1CCNCC1. Yields the product CCCCC1CCN(CCCn2c(=O)oc3c(Cl)c(C)c(Cl)cc32)CC1. RXN SMILES: [Br:1][CH2:2][CH2:3][CH2:4][n:5]1[c:6](=[O:17])[o:7][c:8]2[c:9]1[cH:10][c:11]([Cl:16])[c:12]([CH3:15])[c:13]2[Cl:14].[CH2:18]([CH2:19][CH2:20][CH3:21])[CH:22]1[CH2:23][CH2:24][NH:25][CH2:26][CH2:27]1>>[CH2:2]([CH2:3][CH2:4][n:5]1[c:6](=[O:17])[o:7][c:8]2[c:9]1[cH:10][c:11]([Cl:16])[c:12]([CH3:15])[c:13]2[Cl:14])[N:25]1[CH2:24][CH2:23][CH:22]([CH2:18][CH2:19][CH2:20][CH3:21])[CH2:27][CH2:26]1. Starting materials: CCCC12CCC(=O)C=C1c1c(cc(OCC(=O)O)c(Cl)c1Cl)C2=O, N, C1CCOC1. The product is CCCC12CCC(=O)C=C1c1c(cc(OCC(N)=O)c(Cl)c1Cl)C2=O. Reaction SMILES: [Cl:1][c:2]1[c:3]2[c:11]([cH:12][c:13]([O:16][CH2:17][C:18](=[O:19])[OH:20])[c:14]1[Cl:15])[C:10](=[O:21])[C:9]1([CH2:22][CH2:23][CH3:24])[C:4]2=[CH:5][C:6](=[O:25])[CH2:7][CH2:8]1.[NH3:26].[O:27]1[CH2:28][CH2:29][CH2:30][CH2:31]1>>[Cl:1][c:2]1[c:3]2[c:11]([cH:12][c:13]([O:16][CH2:17][C:18](=[O:19])[NH2:26])[c:14]1[Cl:15])[C:10](=[O:21])[C:9]1([CH2:22][CH2:23][CH3:24])[C:4]2=[CH:5][C:6](=[O:25])[CH2:7][CH2:8]1. The reactants are NC=1C=C(C=CC1)C1=C(C=NC2=C(C=CC=C12)C(F)(F)F)C(=O)C1=CC=CC=C1 ([4-(3-amino-phenyl)-8-trifluoromethyl-quinolin-3-yl]-phenyl-methanone), O=C1SC(C(N1)=O)=CC1=CC=C(C=O)C=C1 (4-(2,4-dioxo-thiazolidin-5-ylidenemethyl)-benzaldehyde). Yields the product C(C1=CC=CC=C1)(=O)C=1C=NC2=C(C=CC=C2C1C=1C=C(C=CC1)NCC1=CC=C(\C=C/2\C(NC(S2)=O)=O)C=C1)C(F)(F)F ((5Z)-5-{4-[({3-[3-BENZOYL-8-(TRIFLUOROMETHYL)QUINOLIN-4-YL]PHENYL}AMINO)METHYL]BENZYLIDENE}-1,3-THIAZOLIDINE-2,4-DIONE). As a reaction SMILES: [NH2:1][C:2]1[CH:3]=[C:4]([C:8]2[C:17]3[C:12](=[C:13]([C:18]([F:21])([F:20])[F:19])[CH:14]=[CH:15][CH:16]=3)[N:11]=[CH:10][C:9]=2[C:22]([C:24]2[CH:29]=[CH:28][CH:27]=[CH:26][CH:25]=2)=[O:23])[CH:5]=[CH:6][CH:7]=1.[O:30]=[C:31]1[NH:35][C:34](=[O:36])[C:33](=[CH:37][C:38]2[CH:45]=[CH:44][C:41]([CH:42]=O)=[CH:40][CH:39]=2)[S:32]1>>[C:22]([C:9]1[CH:10]=[N:11][C:12]2[C:17]([C:8]=1[C:4]1[CH:3]=[C:2]([NH:1][CH2:42][C:41]3[CH:40]=[CH:39][C:38](/[CH:37]=[C:33]4/[C:34](=[O:36])[NH:35][C:31](=[O:30])[S:32]/4)=[CH:45][CH:44]=3)[CH:7]=[CH:6][CH:5]=1)=[CH:16][CH:15]=[CH:14][C:13]=2[C:18]([F:21])([F:19])[F:20])(=[O:23])[C:24]1[CH:25]=[CH:26][CH:27]=[CH:28][CH:29]=1. Reported procedure: The title compound was prepared from [4-(3-amino-phenyl)-8-trifluoromethyl-quinolin-3-yl]-phenyl-methanone and 4-(2,4-dioxo-thiazolidin-5-ylidenemethyl)-benzaldehyde according to the procedure of Example 66. MS (ES) m/z 607.8.